Dataset: the Open Reaction Database (ORD), a public repository of structured organic reaction records. Task: describe an organic reaction: reactants, conditions, products, and yield Product: NC1=NC(=CC(=N1)C(C)(O)C1=CC(=CC=C1)F)C1=CNC2=NC=C(N=C21)C=2C=NN(C2)C (1-{2-amino-6-[2-(1-methyl-1H-pyrazol-4-yl)-5H-pyrrolo[2,3-b]pyrazin-7-yl]-pyrimidin-4-yl}-1-(3-fluorophenyl)ethanol). Reaction conditions: temperature 50 celsius, time 1.5 hour. Starting materials: FC=1C=C(C=CC1)C(C)(OCOC)C1=NC(=NC(=C1)C1=CNC2=NC=C(N=C21)C=2C=NN(C2)C)N (4-[1-(3-Fluorophenyl)-1-methoxymethoxyethyl]-6-[2-(1-methyl-1H-pyrazol-4-yl)-5H-pyrrolo[2,3-b]pyrazin-7-yl]pyrimidin-2-ylamine), Cl (HCl). The solvent is CO (MeOH). RXN SMILES: [F:1][C:2]1[CH:3]=[C:4]([C:8]([C:14]2[CH:19]=[C:18]([C:20]3[C:28]4[C:23](=[N:24][CH:25]=[C:26]([C:29]5[CH:30]=[N:31][N:32]([CH3:34])[CH:33]=5)[N:27]=4)[NH:22][CH:21]=3)[N:17]=[C:16]([NH2:35])[N:15]=2)([O:10]COC)[CH3:9])[CH:5]=[CH:6][CH:7]=1.Cl>CO>[NH2:35][C:16]1[N:15]=[C:14]([C:8]([C:4]2[CH:5]=[CH:6][CH:7]=[C:2]([F:1])[CH:3]=2)([OH:10])[CH3:9])[CH:19]=[C:18]([C:20]2[C:28]3[C:23](=[N:24][CH:25]=[C:26]([C:29]4[CH:30]=[N:31][N:32]([CH3:34])[CH:33]=4)[N:27]=3)[NH:22][CH:21]=2)[N:17]=1. Reported procedure: 4-[1-(3-Fluorophenyl)-1-methoxymethoxyethyl]-6-[2-(1-methyl-1H-pyrazol-4-yl)-5H-pyrrolo[2,3-b]pyrazin-7-yl]pyrimidin-2-ylamine (234 mg, 0.25 mmol) is dissolved in MeOH (10 ml), 25% HCl (1 ml, 5.14 mmol) is added, and the mixture is stirred at 50° C. for about 1.5 h. The solvent is evaporated in vacuo. The residue is purified by HPLC on RP-18e, giving 1-{2-amino-6-[2-(1-methyl-1H-pyrazol-4-yl)-5H-pyrrolo[2,3-b]pyrazin-7-yl]pyrimidin-4-yl}-1-(3-fluorophenyl)ethanol (“A3”); (HPLC/MS Rt=1.53 min, [M... The reactants are N1(CCCC1)CC1NCCSC1 (3-(pyrrolidin-1-ylmethyl)thiomorpholine), ClC=1C=C2C(CCC(C2=CC1)C(=O)Cl)=O (6-chloro-1,2,3,4-tetrahydro-4-oxo-1-naphthoyl chloride). Solvent: C(C)N(CC)CC (triethylamine). Yields the product Cl.ClC=1C=C2C(CCC(C2=CC1)C(=O)N1C(CSCC1)CN1CCCC1)=O (4-(6-chloro-1,2,3,4-tetrahydro-4-oxo-1-naphthoyl)-3-(pyrrolidin-1-ylmethyl)thiomorpholine hydrochloride). Yield: 132.8%. RXN SMILES: [N:1]1([CH2:6][CH:7]2[CH2:12][S:11][CH2:10][CH2:9][NH:8]2)[CH2:5][CH2:4][CH2:3][CH2:2]1.[Cl:13][C:14]1[CH:15]=[C:16]2[C:21](=[CH:22][CH:23]=1)[CH:20]([C:24](Cl)=[O:25])[CH2:19][CH2:18][C:17]2=[O:27]>C(N(CC)CC)C>[ClH:13].[Cl:13][C:14]1[CH:15]=[C:16]2[C:21](=[CH:22][CH:23]=1)[CH:20]([C:24]([N:8]1[CH2:9][CH2:10][S:11][CH2:12][CH:7]1[CH2:6][N:1]1[CH2:2][CH2:3][CH2:4][CH2:5]1)=[O:25])[CH2:19][CH2:18][C:17]2=[O:27] |f:3.4|. Procedure: The procedure described in Example 24 was repeated, but using 1.0 g of 3-(pyrrolidin-1-ylmethyl)thiomorpholine, 1.38 ml of triethylamine and 1.5 g of 6-chloro-1,2,3,4-tetrahydro-4-oxo-1-naphthoyl chloride to afford 1.76 g of the title compound, melting at 195°-200° C.